Dataset: the Open Reaction Database (ORD), a public repository of structured organic reaction records. Task: describe an organic reaction: reactants, conditions, products, and yield Yields the product CC(C)(C)OC(=O)NN=C1CCC(C(C)(C)C)CC1. As a reaction SMILES: [C:1]([CH3:2])([CH3:3])([CH3:4])[CH:5]1[CH2:6][CH2:7][C:8](=[O:11])[CH2:9][CH2:10]1.[CH3:37][C:38]#[N:39].[Cl:34][CH2:35][Cl:36].[Mg+2:21].[NH:12]([NH2:13])[C:14](=[O:15])[O:16][C:17]([CH3:18])([CH3:19])[CH3:20].[Na+:27].[Na+:28].[O-:22][S:23]([O-:24])(=[O:25])=[O:26].[O-:29][S:30]([O-:31])(=[O:32])=[O:33]>>[C:1]([CH3:2])([CH3:3])([CH3:4])[CH:5]1[CH2:6][CH2:7][C:8](=[N:13][NH:12][C:14](=[O:15])[O:16][C:17]([CH3:18])([CH3:19])[CH3:20])[CH2:9][CH2:10]1. The reactants are CC(C)(C)C1CCC(=O)CC1, CC#N, ClCCl, [Mg+2], CC(C)(C)OC(=O)NN, [Na+], [Na+], O=S(=O)([O-])[O-], O=S(=O)([O-])[O-]. The reactants are CS(C)=O, C[S+](C)(C)=O, CCOC(=O)C=Cc1cccc2nc(C)nn12, [H-], [I-], [Na+], O. Reaction SMILES: [CH3:27][S:28](=[O:29])[CH3:30].[CH3:4][S+:5]([CH3:6])([CH3:7])=[O:8].[CH3:9][c:10]1[n:11][n:12]2[c:13]([cH:14][cH:15][cH:16][c:17]2[CH:18]=[CH:19][C:20](=[O:21])[O:22][CH2:23][CH3:24])[n:25]1.[H-:1].[I-:3].[Na+:2].[OH2:26]>>[CH2:4]1[CH:18]([c:17]2[n:12]3[n:11][c:10]([CH3:9])[n:25][c:13]3[cH:14][cH:15][cH:16]2)[CH:19]1[C:20](=[O:21])[O:22][CH2:23][CH3:24]. The product is CCOC(=O)C1CC1c1cccc2nc(C)nn12. Reactants: COC(=O)C1=Cc2cc(OC3CCN(C(=O)OC(C)(C)C)CC3)ccc2CCC1, C1CCOC1, CO, Cl, [Na+], [OH-]. The product is CC(C)(C)OC(=O)N1CCC(Oc2ccc3c(c2)C=C(C(=O)O)CCC3)CC1. As a reaction SMILES: [C:1]([CH3:2])([CH3:3])([CH3:4])[O:5][C:6](=[O:7])[N:8]1[CH2:9][CH2:10][CH:11]([O:14][c:15]2[cH:16][cH:17][c:18]3[c:19]([cH:29]2)[CH:20]=[C:21]([C:25](=[O:26])[O:27][CH3:28])[CH2:22][CH2:23][CH2:24]3)[CH2:12][CH2:13]1.[CH2:35]1[O:36][CH2:37][CH2:38][CH2:39]1.[CH3:33][OH:34].[ClH:32].[Na+:31].[OH-:30]>>[C:1]([CH3:2])([CH3:3])([CH3:4])[O:5][C:6](=[O:7])[N:8]1[CH2:9][CH2:10][CH:11]([O:14][c:15]2[cH:16][cH:17][c:18]3[c:19]([cH:29]2)[CH:20]=[C:21]([C:25](=[O:26])[OH:27])[CH2:22][CH2:23][CH2:24]3)[CH2:12][CH2:13]1.